The task is: describe an organic reaction: reactants, conditions, products, and yield. This data is from the Open Reaction Database (ORD), a public repository of structured organic reaction records. Starting materials: C([O-])([O-])=O.[Na+].[Na+] (sodium carbonate), step-ii, FC1=C(C=C(C=C1)B1OC(C(O1)(C)C)(C)C)NS(=O)(=O)C (N-(2-fluoro-5-(4,4,5,5-tetramethyl-1,3,2-dioxaborolan-2-yl)phenyl)methanesulfonamide), BrC=1C=C2C(=NC1)N(C=C2C=2C=NN(C2)CC2=CC(=CC=C2)F)S(=O)(=O)C2=CC=C(C)C=C2 (5-bromo-3-(1-(3-fluorobenzyl)-1H-pyrazol-4-yl)-1-tosyl-1H-pyrrolo[2,3-b]pyridine), FC1=C(C=C(C=C1)B1OC(C(O1)(C)C)(C)C)NS(=O)(=O)C (N-(2-fluoro-5-(4,4,5,5-tetramethyl-1,3,2-dioxaborolan-2-yl)phenyl)methanesulfonamide). The reagents and catalysts are Cl[Pd]([P](C1=CC=CC=C1)(C2=CC=CC=C2)C3=CC=CC=C3)([P](C4=CC=CC=C4)(C5=CC=CC=C5)C6=CC=CC=C6)Cl (Pd(PPh3)2Cl2). Solvent: COCCOC.O (DME water). Product: FC1=C(C=C(C=C1)C=1C=C2C(=NC1)N(C=C2C=2C=NN(C2)CC2=CC(=CC=C2)F)S(=O)(=O)C2=CC=C(C)C=C2)NS(=O)(=O)C (N-(2-fluoro-5-(3-(1-(3-fluorobenzyl)-1H-pyrazol-4-yl)-1-tosyl-1H-pyrrolo[2,3-b]pyridin-5-yl)phenyl)methanesulfonamide). Isolated yield 94.6%. Reaction SMILES: Br[C:2]1[CH:3]=[C:4]2[C:10]([C:11]3[CH:12]=[N:13][N:14]([CH2:16][C:17]4[CH:22]=[CH:21][CH:20]=[C:19]([F:23])[CH:18]=4)[CH:15]=3)=[CH:9][N:8]([S:24]([C:27]3[CH:33]=[CH:32][C:30]([CH3:31])=[CH:29][CH:28]=3)(=[O:26])=[O:25])[C:5]2=[N:6][CH:7]=1.[F:34][C:35]1[CH:40]=[CH:39][C:38](B2OC(C)(C)C(C)(C)O2)=[CH:37][C:36]=1[NH:50][S:51]([CH3:54])(=[O:53])=[O:52].C(=O)([O-])[O-].[Na+].[Na+]>COCCOC.O.Cl[Pd](Cl)([P](C1C=CC=CC=1)(C1C=CC=CC=1)C1C=CC=CC=1)[P](C1C=CC=CC=1)(C1C=CC=CC=1)C1C=CC=CC=1>[F:34][C:35]1[CH:40]=[CH:39][C:38]([C:2]2[CH:3]=[C:4]3[C:10]([C:11]4[CH:12]=[N:13][N:14]([CH2:16][C:17]5[CH:22]=[CH:21][CH:20]=[C:19]([F:23])[CH:18]=5)[CH:15]=4)=[CH:9][N:8]([S:24]([C:27]4[CH:33]=[CH:32][C:30]([CH3:31])=[CH:29][CH:28]=4)(=[O:25])=[O:26])[C:5]3=[N:6][CH:7]=2)=[CH:37][C:36]=1[NH:50][S:51]([CH3:54])(=[O:53])=[O:52] |f:2.3.4,5.6,^1:70,89|. Reported procedure: Using similar reaction conditions as described in step-ii of example-1, 5-bromo-3-(1-(3-fluorobenzyl)-1H-pyrazol-4-yl)-1-tosyl-1H-pyrrolo[2,3-b]pyridine (compound of Step-i of example 9) (166 mg, 0.317 mmol) was coupled with N-(2-fluoro-5-(4,4,5,5-tetramethyl-1,3,2-dioxaborolan-2-yl)phenyl)methanesulfonamide (Intermediate 65) (100 mg, 0.317 mmol) using sodium carbonate (101 mg, 0.952 mmol) and Pd(PPh3)2Cl2 (12 mg, 0.015 mmol) in DME/water (15/2 mL). This afforded 190 mg (94.5% yield) of the titl... Reactants: C1CCOC1, CO, CCOC(C)=O, Nc1cc(F)c(F)cc1[N+](=O)[O-], [Na+], [Na+], [Na+], O=C([O-])O, O, O=S([O-])S(=O)[O-]. The product is Nc1cc(F)c(F)cc1N. As a reaction SMILES: [CH2:28]1[O:29][CH2:30][CH2:31][CH2:32]1.[CH3:26][OH:27].[CH3:34][CH2:35][O:36][C:37](=[O:38])[CH3:39].[F:1][c:2]1[cH:3][c:4]([N+:10]([O-:11])=[O:12])[c:5]([NH2:6])[cH:7][c:8]1[F:9].[Na+:19].[Na+:20].[Na+:25].[O-:21][C:22]([OH:23])=[O:24].[OH2:33].[S:13]([S:14]([O-:15])=[O:16])([O-:17])=[O:18]>>[F:1][c:2]1[cH:3][c:4]([NH2:10])[c:5]([NH2:6])[cH:7][c:8]1[F:9]. The product is COC(=O)c1cnc(I)c(OCCc2nccn2C(c2ccccc2)(c2ccccc2)c2ccccc2)c1. As a reaction SMILES: [C:15]([c:16]1[cH:17][cH:18][cH:19][cH:20][cH:21]1)([c:22]1[cH:23][cH:24][cH:25][cH:26][cH:27]1)([c:28]1[cH:29][cH:30][cH:31][cH:32][cH:33]1)[n:34]1[c:35]([CH2:39][CH2:40][OH:41])[n:36][cH:37][cH:38]1.[O:1]=[C:2]([O:3][CH:4]([CH3:5])[CH3:6])[N:7]=[N:8][C:9]([O:10][CH:11]([CH3:12])[CH3:13])=[O:14].[O:73]1[CH2:74][CH2:75][CH2:76][CH2:77]1.[OH2:78].[OH:42][c:43]1[c:44]([I:53])[n:45][cH:46][c:47]([C:48](=[O:49])[O:50][CH3:51])[cH:52]1.[c:54]1([P:55]([c:56]2[cH:57][cH:58][cH:59][cH:60][cH:61]2)[c:62]2[cH:63][cH:64][cH:65][cH:66][cH:67]2)[cH:68][cH:69][cH:70][cH:71][cH:72]1>>[C:15]([c:16]1[cH:17][cH:18][cH:19][cH:20][cH:21]1)([c:22]1[cH:23][cH:24][cH:25][cH:26][cH:27]1)([c:28]1[cH:29][cH:30][cH:31][cH:32][cH:33]1)[n:34]1[c:35]([CH2:39][CH2:40][O:41][c:43]2[c:44]([I:53])[n:45][cH:46][c:47]([C:48](=[O:49])[O:50][CH3:51])[cH:52]2)[n:36][cH:37][cH:38]1. Starting materials: OCCc1nccn1C(c1ccccc1)(c1ccccc1)c1ccccc1, CC(C)OC(=O)N=NC(=O)OC(C)C, C1CCOC1, O, COC(=O)c1cnc(I)c(O)c1, c1ccc(P(c2ccccc2)c2ccccc2)cc1. Reactants: ice water, ClC1=C(C=CC(=C1Cl)Cl)NN (2,3,4-trichlorophenylhydrazine), C(C)OC=C(C#N)C#N ((ethoxymethylene)malononitrile), C(C)(=O)O (acetic acid). Run in O (water). The product is NC1=C(C=NN1C1=C(C(=C(C=C1)Cl)Cl)Cl)C#N (5-amino-1-(2,3,4-trichlorophenyl)-1H-pyrazole-4-carbonitrile). Isolated yield 64.7%. Reaction SMILES: [Cl:1][C:2]1[C:7]([Cl:8])=[C:6]([Cl:9])[CH:5]=[CH:4][C:3]=1[NH:10][NH2:11].C(O[CH:15]=[C:16]([C:19]#[N:20])[C:17]#[N:18])C.C(O)(=O)C>O>[NH2:20][C:19]1[N:10]([C:3]2[CH:4]=[CH:5][C:6]([Cl:9])=[C:7]([Cl:8])[C:2]=2[Cl:1])[N:11]=[CH:15][C:16]=1[C:17]#[N:18]. Procedure: A solution of 15 g of 2,3,4-trichlorophenylhydrazine, 8.7 g of (ethoxymethylene)malononitrile, 100 ml of glacial acetic acid and 50 ml of water was refluxed for 3 hours. The reaction mixture was cooled, poured into ice water and the precipitated solid was collected by filtration and dried. This solid was dissolved in ethyl acetate and the resulting solution was washed twice with saturated sodium bicarbonate, once with 100 ml of water, once with 100 ml of saturated brine and dried over anhydrous ... Reactants: C(C)N(C(C)C)C(C)C (N-ethyl-N-isopropylpropan-2-amine), O-(7-Azabenzotriazole-1-yl)-N,N,N′N′-tetramethyluronium hexafluorophosphate, Cl.C(C)N (ethanamine hydrochloride), O=C1[C@H]2N(C3=C(N1)C=C(C=N3)CN3CCN(CC3)C3=NC=C(C(=O)O)C=C3)CCCC2 ((S)-6-(4-((6-oxo-6,6a,7,8,9,10-hexahydro-5H-dipyrido[1,2-a:3′,2′-e]pyrazin-3-yl)methyl)piperazin-1-yl)nicotinic acid). The solvent is CN(C)C=O (DMF). Run at time 8 hour. The product is C(C)NC(C1=CN=C(C=C1)N1CCN(CC1)CC1=CC=2NC([C@H]3N(C2N=C1)CCCC3)=O)=O ((S)—N-ethyl-6-(4-((6-oxo-6,6a,7,8,9,10-hexahydro-5H-dipyrido[1,2-a:3′,2′-e]pyrazin-3-yl)methyl)piperazin-1-yl)nicotinamide). The yield is 34.2%. RXN SMILES: [O:1]=[C:2]1[NH:7][C:6]2[CH:8]=[C:9]([CH2:12][N:13]3[CH2:18][CH2:17][N:16]([C:19]4[CH:27]=[CH:26][C:22]([C:23](O)=[O:24])=[CH:21][N:20]=4)[CH2:15][CH2:14]3)[CH:10]=[N:11][C:5]=2[N:4]2[CH2:28][CH2:29][CH2:30][CH2:31][C@@H:3]12.[CH2:32]([N:34](C(C)C)C(C)C)[CH3:33].Cl.C(N)C>CN(C=O)C>[CH2:32]([NH:34][C:23](=[O:24])[C:22]1[CH:26]=[CH:27][C:19]([N:16]2[CH2:15][CH2:14][N:13]([CH2:12][C:9]3[CH:10]=[N:11][C:5]4[N:4]5[CH2:28][CH2:29][CH2:30][CH2:31][C@H:3]5[C:2](=[O:1])[NH:7][C:6]=4[CH:8]=3)[CH2:18][CH2:17]2)=[N:20][CH:21]=1)[CH3:33] |f:2.3|. Reported procedure: (S)-6-(4-((6-oxo-6,6a,7,8,9,10-hexahydro-5H-dipyrido[1,2-a:3′,2′-e]pyrazin-3-yl)methyl)piperazin-1-yl)nicotinic acid (75 mg, 0.178 mmol) was taken up in DMF (0.9 mL). To the mixture was added N-ethyl-N-isopropylpropan-2-amine (93 μl, 0.53 mmol), O-(7-Azabenzotriazole-1-yl)-N,N,N′N′-tetramethyluronium hexafluorophosphate (101 mg, 0.266 mmol), and ethanamine hydrochloride (15.9 mg, 0.195 mmol). The reaction was stirred at room temperature overnight. The reaction was purified via HPLC (10-80 MeCN/H... The reactants are Cl (hydrogen chloride), FC(CN1C[C@@H](CC1)NC(OC(C)(C)C)=O)F ((R)-tert-butyl 1-(2,2-difluoroethyl)pyrrolidin-3-ylcarbamate). The solvent is O1CCOCC1 (dioxane), ClCCl (dichloromethane), CO (methanol). Reaction conditions: time 1.5 hour. Yields the product FC(CN1C[C@@H](CC1)N)F ((R)-1-(2,2-difluoroethyl)pyrrolidin-3-amine). Reaction SMILES: [F:1][CH:2]([F:17])[CH2:3][N:4]1[CH2:8][CH2:7][C@@H:6]([NH:9]C(=O)OC(C)(C)C)[CH2:5]1.Cl>ClCCl.CO.O1CCOCC1>[F:1][CH:2]([F:17])[CH2:3][N:4]1[CH2:8][CH2:7][C@@H:6]([NH2:9])[CH2:5]1. Reported procedure: To a solution of EXAMPLE 180A (525 mg) in a mixture of dichloromethane (3 mL) and methanol (4.0 mL) was added hydrogen chloride, 4M in dioxane (5.24 mL) and the reaction was stirred for 1.5 hours. The reaction was concentrated and the crude material was taken up in dichloromethane and the solvent evaporated, then taken up in ether and the solvent evaporated, and then dried on high vacuum. Starting materials: COCCc1nc(-c2ccc(C(F)(F)F)cc2)nc(C)c1CO, ClCCl, O=S(Cl)Cl. Yields the product COCCc1nc(-c2ccc(C(F)(F)F)cc2)nc(C)c1CCl. Reaction SMILES: [CH3:1][O:2][CH2:3][CH2:4][c:5]1[n:6][c:7](-[c:14]2[cH:15][cH:16][c:17]([C:20]([F:21])([F:22])[F:23])[cH:18][cH:19]2)[n:8][c:9]([CH3:13])[c:10]1[CH2:11][OH:12].[Cl:28][CH2:29][Cl:30].[S:24]([Cl:25])([Cl:26])=[O:27]>>[CH3:1][O:2][CH2:3][CH2:4][c:5]1[n:6][c:7](-[c:14]2[cH:15][cH:16][c:17]([C:20]([F:21])([F:22])[F:23])[cH:18][cH:19]2)[n:8][c:9]([CH3:13])[c:10]1[CH2:11][Cl:26]. Reactants: CC(C)(C)OC(=O)NC1COc2ccccc2NC1=O, CCI. The product is CCN1C(=O)C(NC(=O)OC(C)(C)C)COc2ccccc21. Reaction SMILES: [C:4]([CH3:5])([CH3:6])([CH3:7])[O:8][C:9]([NH:10][CH:11]1[CH2:12][O:13][c:14]2[c:15]([cH:19][cH:20][cH:21][cH:22]2)[NH:16][C:17]1=[O:18])=[O:23].[I:1][CH2:2][CH3:3]>>[CH2:2]([CH3:3])[N:16]1[c:15]2[c:14]([cH:22][cH:21][cH:20][cH:19]2)[O:13][CH2:12][CH:11]([NH:10][C:9]([O:8][C:4]([CH3:5])([CH3:6])[CH3:7])=[O:23])[C:17]1=[O:18]. Starting materials: C(C)(C)(C)OC(NC(CC=C[N+](=O)[O-])(C)C)=O ((1,1-Dimethyl-4-nitro-but-3-enyl)-carbamic acid tert-butyl ester), [BH4-].[Na+] (NaBH4). Run in CCO (EtOH). Reaction conditions: time 1 hour. Yields the product C(C)(C)(C)OC(NC(CCC[N+](=O)[O-])(C)C)=O ((1,1-Dimethyl-4-nitro-butyl)-carbamic acid tert-butyl ester). Isolated yield 77.7%. RXN SMILES: [C:1]([O:5][C:6](=[O:17])[NH:7][C:8]([CH3:16])([CH3:15])[CH2:9][CH:10]=[CH:11][N+:12]([O-:14])=[O:13])([CH3:4])([CH3:3])[CH3:2].[BH4-].[Na+]>CCO>[C:1]([O:5][C:6](=[O:17])[NH:7][C:8]([CH3:16])([CH3:15])[CH2:9][CH2:10][CH2:11][N+:12]([O-:14])=[O:13])([CH3:4])([CH3:2])[CH3:3] |f:1.2|. Reported procedure: To (1,1-Dimethyl-4-nitro-but-3-enyl)-carbamic acid tert-butyl ester (2.0 g, 8.2 mmol) in 20 mL of EtOH was added NaBH4 (500 mg, 13.5 mmol). The mixture was stirred 1 h and then quenched with saturated NH4Cl (40 mL). The solution was extracted with EtOAc (2×25 mL), the extracts were washed with brine, dried with MgSO4 and concentrated. Silica gel chromatography (10:1 hexane/EtOAc) gave 1.57 g (78%) of a colorless oil: mass spectru m/e=147 (M−100). Reactants: Cl (HCl), ClC1=C(OCC(=O)O)C=CC=C1 ((2-chloro-phenoxy)-acetic acid), C1(CCCCC1)[N+]#[C-] (cyclohexyl isocyanide), C(C)(C)(C)OC(NC1=C(C=CC(=C1)F)N)=O ((2-Amino-5-fluoro-phenyl)-carbamic acid tert-butyl ester), C(C)(C)(C)OC(NC1=C(C=CC(=C1)F)N)=O ((2-Amino-5-fluoro-phenyl)-carbamic acid tert-butyl ester), C1(CCCCC1)C=O (cyclohexanecarbaldehyde), CO (MeOH). Solvent: O1CCOCC1 (dioxane). Conditions: time 30 minute. Yields the product ClC1=C(OCC2=NC3=C(N2C(C(=O)NC2CCCCC2)C2CCCCC2)C=CC(=C3)F)C=CC=C1 (2-[2-(2-Chloro-phenoxymethyl)-5-fluoro-benzoimidazol-1-yl]-2,N-dicyclohexyl-acetamide). Yield: 13.0%. As a reaction SMILES: C(O[C:6](=O)[NH:7][C:8]1[CH:13]=[C:12]([F:14])[CH:11]=[CH:10][C:9]=1[NH2:15])(C)(C)C.[CH:17]1([CH:23]=O)[CH2:22][CH2:21][CH2:20][CH2:19][CH2:18]1.[Cl:25][C:26]1[CH:36]=[CH:35][CH:34]=[CH:33][C:27]=1[O:28][CH2:29]C(O)=O.[CH:37]1([N+:43]#[C-:44])[CH2:42][CH2:41][CH2:40][CH2:39][CH2:38]1.Cl.C[OH:47]>O1CCOCC1>[Cl:25][C:26]1[CH:36]=[CH:35][CH:34]=[CH:33][C:27]=1[O:28][CH2:29][C:6]1[N:15]([CH:23]([CH:17]2[CH2:18][CH2:19][CH2:20][CH2:21][CH2:22]2)[C:44]([NH:43][CH:37]2[CH2:42][CH2:41][CH2:40][CH2:39][CH2:38]2)=[O:47])[C:9]2[CH:10]=[CH:11][C:12]([F:14])=[CH:13][C:8]=2[N:7]=1. Procedure: To a solution of (2-amino-5-fluoro-phenyl)-carbamic acid tert-butyl ester (22.63 mg, 0.10 mmol, 1.0 equiv, Intermediate B) in MeOH (1.0 mL) was added cyclohexanecarbaldehyde (16.83 mg, 18.05 μl 0.15 mmol, 1.5 equiv; [2043-61-0]) and the mixture stirred at rt. After 30 min, (2-chloro-phenoxy)-acetic acid (18.66 mg, 0.10 mmol, 1.0 equiv; [CAS RN 614-61-9]) and cyclohexyl isocyanide (10.92 mg, 12.27 μl, 0.10 mmol, 1.0 equiv; [931-53-3]) were added and stirring continued at rt for 2 h. A solution of...